From a dataset of the Open Reaction Database (ORD), a public repository of structured organic reaction records. describe an organic reaction: reactants, conditions, products, and yield The reactants are C(C)(C)(C)OC(=O)N1CC2=C(CC1)C(=C(S2)NC(CCC=2OC=CC2)=O)C#N (3-cyano-2-(3-furan-2-yl-propanoylamino)-4,7-dihydro-5H-thieno[2,3-c]pyridine-6-carboxylic acid tert-butyl ester), C(=O)(C(F)(F)F)O (TFA). The solvent is mixture, ClCCl (dichloromethane). Run at time 3 hour. The product is C(#N)C1=C(SC=2CNCCC21)NC(CCC2=CC=CC=C2)=O (N-(3-Cyano-4,5,6,7-tetrahydro-thieno[2,3-c]pyridin-2-yl)-3-phenyl-propionamide). Reaction SMILES: C(OC([N:8]1[CH2:13][CH2:12][C:11]2[C:14]([C:27]#[N:28])=[C:15]([NH:17][C:18](=[O:26])[CH2:19][CH2:20][C:21]3O[CH:23]=[CH:24][CH:25]=3)[S:16][C:10]=2[CH2:9]1)=O)(C)(C)C.[C:29](O)([C:31](F)(F)F)=O>ClCCl>[C:27]([C:14]1[C:11]2[CH2:12][CH2:13][NH:8][CH2:9][C:10]=2[S:16][C:15]=1[NH:17][C:18](=[O:26])[CH2:19][CH2:20][C:21]1[CH:25]=[CH:24][CH:23]=[CH:31][CH:29]=1)#[N:28]. Procedure details: 200 mg of 3-cyano-2-(3-furan-2-yl-propanoylamino)-4,7-dihydro-5H-thieno[2,3-c]pyridine-6-carboxylic acid tert-butyl ester are dissolved in 7 ml of a mixture of dichloromethane and TFA and stirred at room temperature for 3 h. Evaporation of the solvent gives 250 mg of the desired product as TFA salt in sufficient purity for the next steps.